From a dataset of the Open Reaction Database (ORD), a public repository of structured organic reaction records. describe an organic reaction: reactants, conditions, products, and yield Starting materials: C1(=CC=CC=C1)S(=O)(=O)CC1=CC(N=C2N1C[C@H](O2)COC2=CC=C(C=C2)C2CCCCC2)=O ((S)-5-benzenesulfonylmethyl-2-(4-cyclohexyl-phenoxymethyl) -2,3-dihydro-oxazolo[3,2-a]pyrimidin-7-one), C(=O)([O-])[O-].[Na+].[Na+] (Na2CO3), B1(OO1)[O-].O.O.O.O.[Na+] (sodium perborate tetrahydrate), [OH-].[Na+] (NaOH). Run in CC(=O)O (HOAc). Run at time 9 hour. Product: C1(CCCCC1)C1=CC=C(OC[C@@H]2CN3C(=NC(C=C3CSC3=CC=CC=C3)=O)O2)C=C1 ((S)-2-(4-cyclohexyl-phenoxymethyl)-5-phenylsulfanylmethyl-2,3-dihydro-oxazolo[3,2-a]pyrimidin-7-one). Isolated yield 85.4%. Reaction SMILES: [C:1]1([S:7]([CH2:10][C:11]2[N:16]3[CH2:17][C@@H:18]([CH2:20][O:21][C:22]4[CH:27]=[CH:26][C:25]([CH:28]5[CH2:33][CH2:32][CH2:31][CH2:30][CH2:29]5)=[CH:24][CH:23]=4)[O:19][C:15]3=[N:14][C:13](=[O:34])[CH:12]=2)(=O)=O)[CH:6]=[CH:5][CH:4]=[CH:3][CH:2]=1.B1([O-])OO1.O.O.O.O.[Na+].[OH-].[Na+].C([O-])([O-])=O.[Na+].[Na+]>CC(O)=O>[CH:28]1([C:25]2[CH:26]=[CH:27][C:22]([O:21][CH2:20][C@H:18]3[O:19][C:15]4=[N:14][C:13](=[O:34])[CH:12]=[C:11]([CH2:10][S:7][C:1]5[CH:6]=[CH:5][CH:4]=[CH:3][CH:2]=5)[N:16]4[CH2:17]3)=[CH:23][CH:24]=2)[CH2:33][CH2:32][CH2:31][CH2:30][CH2:29]1 |f:1.2.3.4.5.6,7.8,9.10.11|. Procedure details: To a solution of (S)-5-benzenesulfonylmethyl-2-(4-cyclohexyl-phenoxymethyl) -2,3-dihydro-oxazolo[3,2-a]pyrimidin-7-one (0.5 g, 1.11 mmol), prepared in accordance with the procedures described in Step 1 and 2 of Example 120, in HOAc (20 mL) was added sodium perborate tetrahydrate (0.446 g, 2.90 mmol). The reaction mixture was stirred at room temperature for 9 hours. The reaction mixture was neutralized with NaOH (2N) to pH˜7 and further to pH˜10 with Na2CO3. The mixture was extracted with EtOAc t... Starting materials: CCOC(C)=O, CCOC(=O)c1cc(C)nc(OC)c1[N+](=O)[O-], [H][H], O. Product: CCOC(=O)c1cc(C)nc(OC)c1N. Reaction SMILES: [CH3:21][CH2:22][O:23][C:24]([CH3:25])=[O:26].[CH3:2][O:3][c:4]1[n:5][c:6]([CH3:18])[cH:7][c:8]([C:13](=[O:14])[O:15][CH2:16][CH3:17])[c:9]1[N+:10]([O-:11])=[O:12].[H:19][H:20].[O:1]>>[CH3:2][O:3][c:4]1[n:5][c:6]([CH3:18])[cH:7][c:8]([C:13](=[O:14])[O:15][CH2:16][CH3:17])[c:9]1[NH2:10].